Dataset: the Open Reaction Database (ORD), a public repository of structured organic reaction records. Task: describe an organic reaction: reactants, conditions, products, and yield The reactants are C(=O)(OC)N(C(OC)=N)S(NC1CCCCC1)(=O)=O (N-Carbomethoxy-N-cyclohexylsulfamyl-O-methylisourea), [H-].[Na+] (sodium hydride), C1CCOC1 (THF), C1CCOC1 (THF), O (water). Product: C1(CCCCC1)N1S(N=C(NC1=O)OC)(=O)=O (2-Cyclohexyl-5-methoxy-2H-1,2,4,6-thiatriazin-3-one-1,1-dioxide). Reaction SMILES: C([N:5]([S:10](=[O:19])(=[O:18])[NH:11][CH:12]1[CH2:17][CH2:16][CH2:15][CH2:14][CH2:13]1)[C:6](=[NH:9])[O:7][CH3:8])(OC)=O.[H-].[Na+].O.C1C[O:26][CH2:25]C1>>[CH:12]1([N:11]2[C:25](=[O:26])[NH:9][C:6]([O:7][CH3:8])=[N:5][S:10]2(=[O:18])=[O:19])[CH2:13][CH2:14][CH2:15][CH2:16][CH2:17]1 |f:1.2|. Procedure details: A solution of the isourea from Step 1. above (208.9 g) in anhydrous THF (500 ml) is added dropwise to a stirred suspension of 60% sodium hydride dispersion (57.0 g) in anhydrous THF (750 ml) and the reaction mixture is refluxed for 2 hours. Distilled water (450 ml) is added dropwise to the stirred mixture which is washed with diethyl ether. 20% sulfuric acid (400 ml) is added slowly to the stirred reaction mixture, which is extracted with methylene chloride, dried, filtered, and the filtrate eva... Reactants: O=C1NC(=O)c2ccccc21, CCCC[N+](CCCC)(CCCC)CCCC, CCOC(C)=O, O=S(=O)(CCCl)c1ccccc1, [I-], [K], C1COCCOCCOCCOCCOCCO1, C1COCCO1. The product is NCCS(=O)(=O)c1ccccc1. Reaction SMILES: [C:13]1(=[O:14])[NH:17][C:15](=[O:16])[c:18]2[cH:19][cH:20][cH:21][cH:22][c:23]21.[CH2:44]([N+:45]([CH2:46][CH2:47][CH2:48][CH3:49])([CH2:50][CH2:51][CH2:52][CH3:53])[CH2:54][CH2:55][CH2:56][CH3:57])[CH2:58][CH2:59][CH3:60].[CH3:67][CH2:68][O:69][C:70](=[O:71])[CH3:72].[Cl:1][CH2:2][CH2:3][S:4](=[O:5])(=[O:6])[c:7]1[cH:8][cH:9][cH:10][cH:11][cH:12]1.[I-:43].[K:24].[O:25]1[CH2:26][CH2:27][O:28][CH2:29][CH2:30][O:31][CH2:32][CH2:33][O:34][CH2:35][CH2:36][O:37][CH2:38][CH2:39][O:40][CH2:41][CH2:42]1.[O:61]1[CH2:62][CH2:63][O:64][CH2:65][CH2:66]1>>[CH2:2]([CH2:3][S:4](=[O:5])(=[O:6])[c:7]1[cH:8][cH:9][cH:10][cH:11][cH:12]1)[NH2:17]. Starting materials: CC(C)(C)c1cccc(C=O)c1OCc1ccccc1, O=C(OO)c1cccc(Cl)c1, ClCCl. Yields the product CC(C)(C)c1cccc(O)c1OCc1ccccc1. As a reaction SMILES: [CH2:1]([c:2]1[cH:3][cH:4][cH:5][cH:6][cH:7]1)[O:8][c:9]1[c:10]([CH:11]=[O:12])[cH:13][cH:14][cH:15][c:16]1[C:17]([CH3:18])([CH3:19])[CH3:20].[Cl:21][c:22]1[cH:23][cH:24][cH:25][c:26]([C:27]([O:28][OH:30])=[O:29])[cH:31]1.[Cl:32][CH2:33][Cl:34]>>[CH2:1]([c:2]1[cH:3][cH:4][cH:5][cH:6][cH:7]1)[O:8][c:9]1[c:10]([OH:29])[cH:13][cH:14][cH:15][c:16]1[C:17]([CH3:18])([CH3:19])[CH3:20]. Starting materials: OC=1C=C(C#N)C=CC1 (3-Hydroxy-benzonitrile), FC1=NC=CC(=C1)C (2-fluoro-4-methylpyridine). Yields the product CC1=CC(=NC=C1)OC=1C=C(C#N)C=CC1 (3-(4-Methyl-pyridin-2-yloxy)-benzonitrile). Reaction SMILES: [OH:1][C:2]1[CH:3]=[C:4]([CH:7]=[CH:8][CH:9]=1)[C:5]#[N:6].F[C:11]1[CH:16]=[C:15]([CH3:17])[CH:14]=[CH:13][N:12]=1>>[CH3:17][C:15]1[CH:14]=[CH:13][N:12]=[C:11]([O:1][C:2]2[CH:3]=[C:4]([CH:7]=[CH:8][CH:9]=2)[C:5]#[N:6])[CH:16]=1. Procedure details: 3-Hydroxy-benzonitrile was reacted with 2-fluoro-4-methylpyridine according to the method of Example 78A to provide the title compound. MS (DCI/NH3) m/z 211 (M+1)+.